Dataset: the Open Reaction Database (ORD), a public repository of structured organic reaction records. Task: describe an organic reaction: reactants, conditions, products, and yield Starting materials: C1(CC1)C=1C=CC=C2C(=CC(=NC12)C(=O)OC)OC (methyl 8-cyclopropyl-4-methoxyquinoline-2-carboxylate), C1CCOC1 (THF), [OH-].[Na+] (NaOH). The solvent is CO (MeOH). Reaction conditions: time 1 hour. The product is C1(CC1)C=1C=CC=C2C(=CC(=NC12)C(=O)O)OC (8-cyclopropyl-4-methoxyquinoline-2-carboxylic acid). RXN SMILES: [CH:1]1([C:4]2[CH:5]=[CH:6][CH:7]=[C:8]3[C:13]=2[N:12]=[C:11]([C:14]([O:16]C)=[O:15])[CH:10]=[C:9]3[O:18][CH3:19])[CH2:3][CH2:2]1.C1COCC1.[OH-].[Na+]>CO>[CH:1]1([C:4]2[CH:5]=[CH:6][CH:7]=[C:8]3[C:13]=2[N:12]=[C:11]([C:14]([OH:16])=[O:15])[CH:10]=[C:9]3[O:18][CH3:19])[CH2:2][CH2:3]1 |f:2.3|. Reported procedure: 30.0 g of methyl 8-cyclopropyl-4-methoxyquinoline-2-carboxylate, 250 ml of THF and 400 ml of MeOH was placed in 2 L-flask, and 46 ml of 5N NaOH aq. was added, and stirred for 1 h. The mixture was concentrated in vacuo and diluted with water. 46 ml of 5N HCl aq. was added with cooling in ice bath, extracted with 500 ml of CHCl3-MeOH (4-1), dried over Na2SO4 and filtered. The filtrate was concentrated to afford a yellow solid. The solid was washed with hexane-CHCl3, filtered and dried under vacuum... The reactants are CSC=1SC2=C(N1)C=CC(=C2)CO ((2-(methylthio)benzo[d]thiazol-6-yl)methanol), CCN(C(C)C)C(C)C (DIEA), CS(=O)(=O)Cl (methanesulfonyl chloride). The reagents and catalysts are CN(C)C=O (DMF). Solvent: C(Cl)Cl (CH2Cl2). Reaction conditions: time 8 hour. The product is ClCC1=CC2=C(N=C(S2)SC)C=C1 (6-(chloromethyl)-2-(methylthio)benzo[d]thiazole). The yield is 98.7%. As a reaction SMILES: [CH3:1][S:2][C:3]1[S:4][C:5]2[CH:11]=[C:10]([CH2:12]O)[CH:9]=[CH:8][C:6]=2[N:7]=1.CCN(C(C)C)C(C)C.CS([Cl:27])(=O)=O>C(Cl)Cl.CN(C=O)C>[Cl:27][CH2:12][C:10]1[CH:9]=[CH:8][C:6]2[N:7]=[C:3]([S:2][CH3:1])[S:4][C:5]=2[CH:11]=1. Procedure details: To a solution of (2-(methylthio)benzo[d]thiazol-6-yl)methanol (4.1 g, 19.4 mmol) from Step 2 of this Example and DIEA (3.26 g, 25.3 mmol) in CH2Cl2 (200 mL) was added methanesulfonyl chloride (2.88 g, 25.3 mmol) slowly at 0° C. The mixture was then treated with 2 drops of DMF and stirred at rt overnight. The mixture was quenched with 300 mL of saturated aq NaHCO3. The separated aqueous layer was extracted with CH2Cl2 (2×250 mL). The combined organic layers were washed with brine, dried over MgSO...